From a dataset of the Open Reaction Database (ORD), a public repository of structured organic reaction records. describe an organic reaction: reactants, conditions, products, and yield Reactants: ClC(C(CC(=C)C)O)(Cl)Cl (1,1,1-trichloro-2-hydroxy-4-methyl-4-pentene), S(O)(O)(=O)=O (sulfuric acid), C(C)(=O)OC(C)=O (acetic anhydride), mixture. Conditions: time 10 minute. Yields the product ClC(C(CC(=C)C)OC(C)=O)(Cl)Cl (1,1,1-trichloro-2-acetoxy-4-methyl-4-pentene). As a reaction SMILES: [Cl:1][C:2]([Cl:10])([Cl:9])[CH:3]([OH:8])[CH2:4][C:5]([CH3:7])=[CH2:6].[C:11](OC(=O)C)(=[O:13])[CH3:12].S(=O)(=O)(O)O>>[Cl:1][C:2]([Cl:10])([Cl:9])[CH:3]([O:8][C:11](=[O:13])[CH3:12])[CH2:4][C:5]([CH3:7])=[CH2:6]. Procedure: 50 g. (0.246 moles) of 1,1,1-trichloro-2-hydroxy-4-methyl-4-pentene are admixed with 30.1 g. (0.295 moles) of acetic anhydride. To the mixture 2.5g. (0.025 moles) of concentrated sulfuric acid are added in 10 minutes and the mixture is stirred for 10 minutes. 1,1,1-trichloro-2-acetoxy-4-methyl-4-pentene is obtained as shown by thin layer chromatography (Merck Art. No. 5715, benzene, Rf for starting compound: 0.4 and Rf for the acetylated product: 0.63). Starting materials: NC(C(C1=CC=CC=C1)NC(=O)NC1=CC=C(C=C1)[N+](=O)[O-])C1=CC=CC=C1 (N-(2-amino-1,2 -diphenylethyl)-N'-(4-nitrophenyl)urea), C1(=CC=CC=C1)N=C=O (phenyl isocyanate). Run in ClCCl (dichloromethane). Run at time 1 hour. The product is [N+](=O)([O-])C1=CC=C(C=C1)NC(=O)NC(C(NC(=O)NC1=CC=CC=C1)C1=CC=CC=C1)C1=CC=CC=C1 (N-(4-nitrophenyl)-N'-[1,2-diphenyl-2-[[(phenylamino)carbonyl]amino]ethyl)-urea). Reaction SMILES: [NH2:1][CH:2]([C:23]1[CH:28]=[CH:27][CH:26]=[CH:25][CH:24]=1)[CH:3]([NH:10][C:11]([NH:13][C:14]1[CH:19]=[CH:18][C:17]([N+:20]([O-:22])=[O:21])=[CH:16][CH:15]=1)=[O:12])[C:4]1[CH:9]=[CH:8][CH:7]=[CH:6][CH:5]=1.[C:29]1([N:35]=[C:36]=[O:37])[CH:34]=[CH:33][CH:32]=[CH:31][CH:30]=1>ClCCl>[N+:20]([C:17]1[CH:18]=[CH:19][C:14]([NH:13][C:11]([NH:10][CH:3]([C:4]2[CH:9]=[CH:8][CH:7]=[CH:6][CH:5]=2)[CH:2]([C:23]2[CH:28]=[CH:27][CH:26]=[CH:25][CH:24]=2)[NH:1][C:36]([NH:35][C:29]2[CH:34]=[CH:33][CH:32]=[CH:31][CH:30]=2)=[O:37])=[O:12])=[CH:15][CH:16]=1)([O-:22])=[O:21]. Procedure: To a solution of [R-(R*,R*)] and [S-(R*,R*)]N-(2-amino-1,2 -diphenylethyl)-N'-(4-nitrophenyl)urea (0.1 g, 0.27 mmol) in dichloromethane (10 mL) is added phenyl isocyanate (0.03 g, 0.27 mmol) in one portion. The resulting mixture is stirred 1 hour at room temperature before filtering off the solid product. The product is suspended in hot diethyl ether, filtered, and dried in vacuo at 114° C. for 4 hours, mp 246°-247° C. IR (KBr): 3355, 1656, 1554, 1498, 1330, 1233, 699 cm-1 ; NMR (DMSO-d6): 5.03 ... Reactants: COC(=O)c1ccc(OCCOS(C)(=O)=O)cc1, CC#N, Nc1ccccc1, O. Yields the product COC(=O)c1ccc(OCCNc2ccccc2)cc1. RXN SMILES: [CH3:1][S:2]([O:3][CH2:6][CH2:7][O:8][c:9]1[cH:10][cH:11][c:12]([C:13](=[O:14])[O:15][CH3:16])[cH:17][cH:18]1)(=[O:4])=[O:5].[CH3:27][C:28]#[N:29].[NH2:19][c:20]1[cH:21][cH:22][cH:23][cH:24][cH:25]1.[OH2:26]>>[CH2:6]([CH2:7][O:8][c:9]1[cH:10][cH:11][c:12]([C:13](=[O:14])[O:15][CH3:16])[cH:17][cH:18]1)[NH:19][c:20]1[cH:21][cH:22][cH:23][cH:24][cH:25]1. Starting materials: NC1=CC(=C(OC2=C3C(=NC=C2)C=C(S3)C3=CC=C(C=N3)CN3C(CCC3)=O)C=C1)F (1-((6-(7-(4-amino-2-fluorophenoxy)thieno[3,2-b]pyridin-2-yl)pyridin-3-yl)methyl)pyrrolidin-2-one), CCN(C(C)C)C(C)C (DIPEA), Cl.CS(=O)(=O)C=1C=C(N)C=CC1 (3-(Methylsulfonyl)aniline hydrochloride), ClC(=O)OC1=CC=C(C=C1)[N+](=O)[O-] (4-nitrophenyl chloroformate). Run in C1CCOC1 (THF). Conditions: time 1 hour. The product is FC=1C=C(C=CC1OC1=C2C(=NC=C1)C=C(S2)C2=NC=C(C=C2)CN2C(CCC2)=O)NC(=O)NC2=CC(=CC=C2)S(=O)(=O)C (1-(3-fluoro-4-(2-(5-((2-oxopyrrolidin-1-yl)methyl)pyridin-2-yl)thieno[3,2-b]pyridin-7-yloxy)phenyl)-3-(3-(methylsulfonyl)phenyl)urea). Isolated yield 20.0%. Reaction SMILES: [NH2:1][C:2]1[CH:30]=[CH:29][C:5]([O:6][C:7]2[CH:12]=[CH:11][N:10]=[C:9]3[CH:13]=[C:14]([C:16]4[N:21]=[CH:20][C:19]([CH2:22][N:23]5[CH2:27][CH2:26][CH2:25][C:24]5=[O:28])=[CH:18][CH:17]=4)[S:15][C:8]=23)=[C:4]([F:31])[CH:3]=1.CCN(C(C)C)C(C)C.Cl[C:42](OC1C=CC([N+]([O-])=O)=CC=1)=[O:43].Cl.[CH3:55][S:56]([C:59]1[CH:60]=[C:61]([CH:63]=[CH:64][CH:65]=1)[NH2:62])(=[O:58])=[O:57]>C1COCC1>[F:31][C:4]1[CH:3]=[C:2]([NH:1][C:42]([NH:62][C:61]2[CH:63]=[CH:64][CH:65]=[C:59]([S:56]([CH3:55])(=[O:57])=[O:58])[CH:60]=2)=[O:43])[CH:30]=[CH:29][C:5]=1[O:6][C:7]1[CH:12]=[CH:11][N:10]=[C:9]2[CH:13]=[C:14]([C:16]3[CH:17]=[CH:18][C:19]([CH2:22][N:23]4[CH2:27][CH2:26][CH2:25][C:24]4=[O:28])=[CH:20][N:21]=3)[S:15][C:8]=12 |f:3.4|. Reported procedure: To a solution of 104 (50 mg, 0.115 mmol) in THF (2.3 mL) under nitrogen at −78° C. was added DIPEA (201 μl, 1.151 mmol) followed by 4-nitrophenyl chloroformate (116 mg, 0.575 mmol). The reaction mixture was kept at −78° C. over 1 hour. 3-(Methylsulfonyl)aniline hydrochloride (143 mg, 0.690 mmol) was added at −78° C. and the reaction mixture was allowed to warm to room temperature slowly. The reaction mixture was then quenched by addition of methanol, concentrated, dissolved in ethyl acetate, and... Reactants: COc1ccc(COC(=O)C(CC(=O)O)NC(=O)OC(C)(C)C)cc1, CN1CCOCC1, C1CCC(NC2CCCCC2)CC1, CC(C)COC(=O)Cl, C1CCOC1. Yields the product COc1ccc(COC(=O)C(CCO)NC(=O)OC(C)(C)C)cc1. As a reaction SMILES: [CH3:22][O:23][c:24]1[cH:25][cH:26][c:27]([CH2:28][O:29][C:30]([CH:31]([CH2:32][C:33](=[O:34])[OH:35])[NH:36][C:37](=[O:38])[O:39][C:40]([CH3:41])([CH3:42])[CH3:43])=[O:44])[cH:45][cH:46]1.[CH3:47][N:48]1[CH2:49][CH2:50][O:51][CH2:52][CH2:53]1.[CH:9]1([NH:10][CH:11]2[CH2:12][CH2:13][CH2:14][CH2:15][CH2:16]2)[CH2:17][CH2:18][CH2:19][CH2:20][CH2:21]1.[Cl:1][C:2]([O:3][CH2:4][CH:5]([CH3:6])[CH3:7])=[O:8].[O:54]1[CH2:55][CH2:56][CH2:57][CH2:58]1>>[CH3:22][O:23][c:24]1[cH:25][cH:26][c:27]([CH2:28][O:29][C:30]([CH:31]([CH2:32][CH2:33][OH:34])[NH:36][C:37](=[O:38])[O:39][C:40]([CH3:41])([CH3:42])[CH3:43])=[O:44])[cH:45][cH:46]1. Reactants: ClC1=CC=C(C=C1)C=1C=C2C(=NC1C1=C(C=C(C=C1)Cl)Cl)OC(CC2NC(CC(C)=O)=S)(C)C (N-[6-(4-Chlorophenyl)-7-(2,4-dichlorophenyl)-2,2-dimethyl-3,4-dihydro-2H-pyrano[2,3-b]pyridin-4-yl]-3-oxobutanethioamide), NN (hydrazine), CC(=O)O (AcOH). Run in CCO (EtOH), CCOCC (Et2O). Yields the product ClC1=CC=C(C=C1)C=1C=C2C(=NC1C1=C(C=C(C=C1)Cl)Cl)OC(CC2NC2=NNC(=C2)C)(C)C (6-(4-Chlorophenyl)-7-(2,4-dichlorophenyl)-2,2-dimethyl-N-(5-methyl-1H-pyrazol-3-yl)-3,4-dihydro-2H-pyrano[2,3-b]pyridin-4-amine). As a reaction SMILES: [Cl:1][C:2]1[CH:7]=[CH:6][C:5]([C:8]2[CH:9]=[C:10]3[CH:25]([NH:26][C:27](=S)[CH2:28][C:29](=O)[CH3:30])[CH2:24][C:23]([CH3:34])([CH3:33])[O:22][C:11]3=[N:12][C:13]=2[C:14]2[CH:19]=[CH:18][C:17]([Cl:20])=[CH:16][C:15]=2[Cl:21])=[CH:4][CH:3]=1.[NH2:35][NH2:36].CC(O)=O>CCO.CCOCC>[Cl:1][C:2]1[CH:3]=[CH:4][C:5]([C:8]2[CH:9]=[C:10]3[CH:25]([NH:26][C:27]4[CH:28]=[C:29]([CH3:30])[NH:36][N:35]=4)[CH2:24][C:23]([CH3:34])([CH3:33])[O:22][C:11]3=[N:12][C:13]=2[C:14]2[CH:19]=[CH:18][C:17]([Cl:20])=[CH:16][C:15]=2[Cl:21])=[CH:6][CH:7]=1. Procedure: A mixture of the product of Step B (56 mg, 0.11 mmol), hydrazine (6.6 μL, 0.21 mmol), and AcOH (12.0 μL, 0.21 mmol) in 5.0 mL of EtOH was refluxed for 16 h. The reaction mixture was then cooled to rt, diluted with Et2O (50 mL), and washed with saturated aq NaHCO3 (2×50 mL) and brine (50 mL). After phase separation, the organic phase was dried over MgSO4 and concentrated. Chromatography on a Biotage 40+S cartridge using 2:3 v/v acetone/hexanes as the eluant afforded the title compound: 1H NMR δ 1... Reactants: CN1CCN(CC1)C=1C=C(N)C=CC1 (3-(4-Methylpiperazin-1-yl)aniline), ClC1=NN2C(C(=CC=C2)NCC2=CC=C(C=C2)OC)=N1 ((2-chloro-[1,2,4]triazolo[1,5-a]pyridin-8-yl)-(4-methoxy-benzyl)-amine). Product: COC1=CC=C(CNC=2C=3N(C=CC2)N=C(N3)NC3=CC(=CC=C3)N3CCN(CC3)C)C=C1 (N(8)-(4-Methoxy-benzyl)-N(2)-[3-(4-methyl-piperazin-1-yl)-phenyl]-[1,2,4]triazolo[1,5-a]pyridine-2,8-diamine), foam. The yield is 6.0%. Reaction SMILES: [CH3:1][N:2]1[CH2:7][CH2:6][N:5]([C:8]2[CH:9]=[C:10]([CH:12]=[CH:13][CH:14]=2)[NH2:11])[CH2:4][CH2:3]1.Cl[C:16]1[N:34]=[C:19]2[C:20]([NH:24][CH2:25][C:26]3[CH:31]=[CH:30][C:29]([O:32][CH3:33])=[CH:28][CH:27]=3)=[CH:21][CH:22]=[CH:23][N:18]2[N:17]=1>>[CH3:33][O:32][C:29]1[CH:28]=[CH:27][C:26]([CH2:25][NH:24][C:20]2[C:19]3[N:18]([N:17]=[C:16]([NH:11][C:10]4[CH:12]=[CH:13][CH:14]=[C:8]([N:5]5[CH2:4][CH2:3][N:2]([CH3:1])[CH2:7][CH2:6]5)[CH:9]=4)[N:34]=3)[CH:23]=[CH:22][CH:21]=2)=[CH:31][CH:30]=1. Procedure details: N(8)-(4-Methoxy-benzyl)-N(2)-[3-(4-methyl-piperazin-1-yl)-phenyl]-[1,2,4]triazolo[1,5-a]pyridine-2,8-diamine was prepared from 3-(4-Methylpiperazin-1-yl)aniline (74.2 mg, 0.388 mmol) and (2-chloro-[1,2,4]triazolo[1,5-a]pyridin-8-yl)-(4-methoxy-benzyl)-amine (99.9 mg, 0.346 mmol) in a manner analogous to Example 2d. Product isolated as a red foam (9.16 mg, 6%). 1H NMR (400 MHz, CD3OD, δ, ppm): 7.85 (d, J=5.9 Hz, 1H), 7.33 (m, 3H), 7.19-7.08 (m, 2H), 6.90 (d, J=8.0 Hz, 2H), 6.76 (t, J=14.4, 7.5 Hz... Reactants: CN(C)C=O, Cc1cc(C)nc(N)n1, [Na+], [OH-], O, CSC(=NS(=O)(=O)c1ccccc1-c1ccccc1)SC. The product is CSC(=Nc1nc(C)cc(C)n1)NS(=O)(=O)c1ccccc1-c1ccccc1. Reaction SMILES: [CH3:34][N:35]([CH3:36])[CH:37]=[O:38].[NH2:1][c:2]1[n:3][c:4]([CH3:9])[cH:5][c:6]([CH3:8])[n:7]1.[Na+:11].[OH-:10].[OH2:33].[c:12]1(-[c:27]2[cH:28][cH:29][cH:30][cH:31][cH:32]2)[c:13]([S:18](=[O:19])(=[O:20])[N:21]=[C:22]([S:23][CH3:24])[S:25][CH3:26])[cH:14][cH:15][cH:16][cH:17]1>>[N:1]([c:2]1[n:3][c:4]([CH3:9])[cH:5][c:6]([CH3:8])[n:7]1)=[C:22]([NH:21][S:18]([c:13]1[c:12](-[c:27]2[cH:28][cH:29][cH:30][cH:31][cH:32]2)[cH:17][cH:16][cH:15][cH:14]1)(=[O:19])=[O:20])[S:23][CH3:24].